This data is from the Open Reaction Database (ORD), a public repository of structured organic reaction records. The task is: describe an organic reaction: reactants, conditions, products, and yield Reactants: ClC1=CC=C(S1)CON=C(CCC)C=1C(CC(CC1O)(C)C)=O (2-{1-[(5-chlorothien-2-ylmethoxy)imino]butyl}-3-hydroxy-5,5-dimethylcyclohex-2-en-1-one), N1=CC=CC=C1 (pyridine), C(C)(=O)Cl (acetyl chloride). Run in C(Cl)Cl (methylene chloride). Reaction conditions: temperature 0 celsius. The product is C(C)(=O)OC1=C(C(CC(C1)(C)C)=O)C(CCC)=NOCC=1SC(=CC1)Cl (3-acetyloxy-2-{1-[(5-chlorothien-2-ylmethoxy)imino]butyl}-5,5-dimethylcyclohex-2-en-1-one). RXN SMILES: [Cl:1][C:2]1[S:6][C:5]([CH2:7][O:8][N:9]=[C:10]([C:14]2[C:15](=[O:23])[CH2:16][C:17]([CH3:22])([CH3:21])[CH2:18][C:19]=2[OH:20])[CH2:11][CH2:12][CH3:13])=[CH:4][CH:3]=1.N1C=CC=CC=1.[C:30](Cl)(=[O:32])[CH3:31]>C(Cl)Cl>[C:30]([O:23][C:15]1[CH2:16][C:17]([CH3:22])([CH3:21])[CH2:18][C:19](=[O:20])[C:14]=1[C:10](=[N:9][O:8][CH2:7][C:5]1[S:6][C:2]([Cl:1])=[CH:3][CH:4]=1)[CH2:11][CH2:12][CH3:13])(=[O:32])[CH3:31]. Procedure: To a reaction mixture containing 3.6 gms (0.01 mol) of 2-{1-[(5-chlorothien-2-ylmethoxy)imino]butyl}-3-hydroxy-5,5-dimethylcyclohex-2-en-1-one and 0.87 gm (0.011 mol) of pyridine in 20 mls of methylene chloride stirred at 0° C. is added 0.89 gm (0.011 mol) of acetyl chloride. The mixture is then stirred at room temperature for 2 hours. The mixture is then worked up by washing with water, drying with anhydrous magnesium sulfate, and filtered. The filtrate is evaporated under vacuum affording 3-ac... Starting materials: BrB(Br)Br, COc1ccc2c(=O)c(N3CCN(c4ccncc4)CC3)cn(Cc3ccccc3)c2c1, ClCCl, [Na+], [OH-]. Product: O=c1c(N2CCN(c3ccncc3)CC2)cn(Cc2ccccc2)c2cc(O)ccc12. As a reaction SMILES: [B:33]([Br:34])([Br:35])[Br:36].[CH2:1]([c:2]1[cH:3][cH:4][cH:5][cH:6][cH:7]1)[n:8]1[cH:9][c:10]([N:21]2[CH2:22][CH2:23][N:24]([c:27]3[cH:28][cH:29][n:30][cH:31][cH:32]3)[CH2:25][CH2:26]2)[c:11](=[O:20])[c:12]2[cH:13][cH:14][c:15]([O:18][CH3:19])[cH:16][c:17]12.[Cl:39][CH2:40][Cl:41].[Na+:38].[OH-:37]>>[CH2:1]([c:2]1[cH:3][cH:4][cH:5][cH:6][cH:7]1)[n:8]1[cH:9][c:10]([N:21]2[CH2:22][CH2:23][N:24]([c:27]3[cH:28][cH:29][n:30][cH:31][cH:32]3)[CH2:25][CH2:26]2)[c:11](=[O:20])[c:12]2[cH:13][cH:14][c:15]([OH:18])[cH:16][c:17]12.